This data is from the Open Reaction Database (ORD), a public repository of structured organic reaction records. The task is: describe an organic reaction: reactants, conditions, products, and yield Starting materials: C(C)O (ethanol), Cl (HCl), ClC1=CC=C(C=C1)N(C(C)=O)[C@@H]1C[C@@H](N(C2=CC=CC=C12)C(C1=CC=C(C=C1)C#N)=O)C (N-(4-chlorophenyl)-N-[(2S,4R)-1-(4-cyanobenzoyl)-2-methyl-1,2,3,4-tetrahydroquinolin-4-yl]acetamide), [OH-].[K+] (potassium hydroxide). Solvent: O (water), C(Cl)Cl (methylene chloride). Product: C(C)(=O)N([C@@H]1C[C@@H](N(C2=CC=CC=C12)C(=O)C1=CC=C(C(=O)N)C=C1)C)C1=CC=C(C=C1)Cl (4-{[(2S,4R)-4-[acetyl(4-chlorophenyl)amino]-2-methyl-3,4-dihydroquinolin-1(2H)-yl]carbonyl}benzamide). RXN SMILES: [Cl:1][C:2]1[CH:7]=[CH:6][C:5]([N:8]([C@H:12]2[C:21]3[C:16](=[CH:17][CH:18]=[CH:19][CH:20]=3)[N:15]([C:22](=[O:31])[C:23]3[CH:28]=[CH:27][C:26]([C:29]#[N:30])=[CH:25][CH:24]=3)[C@@H:14]([CH3:32])[CH2:13]2)[C:9](=[O:11])[CH3:10])=[CH:4][CH:3]=1.[OH-].[K+].C([OH:37])C.Cl>O.C(Cl)Cl>[C:9]([N:8]([C:5]1[CH:4]=[CH:3][C:2]([Cl:1])=[CH:7][CH:6]=1)[C@H:12]1[C:21]2[C:16](=[CH:17][CH:18]=[CH:19][CH:20]=2)[N:15]([C:22]([C:23]2[CH:24]=[CH:25][C:26]([C:29]([NH2:30])=[O:37])=[CH:27][CH:28]=2)=[O:31])[C@@H:14]([CH3:32])[CH2:13]1)(=[O:11])[CH3:10] |f:1.2|. Reported procedure: N-(4-chlorophenyl)-N-[(2S,4R)-1-(4-cyanobenzoyl)-2-methyl-1,2,3,4-tetrahydroquinolin-4-yl]acetamide (143 mg, 0.33 mmol) and potassium hydroxide (55 mg, 1.00 mmol)) were dissolved in water (150 mL), ethanol (3 mL) and heated to 70° C. for 4 h. The slurry was portioned between 1N HCl (until acidic) and methylene chloride. The organic layer was collected, concentrated and subjected to flash chromatography (EtOAc to 20% MeOH, EtOAc) to afford the title compound as a white solid. Reactants: CCOC(=O)C(C)(C)Br, CCO, FC(F)(F)c1ccc(S)cc1, [K+], [OH-]. The product is CCOC(=O)C(C)(C)Sc1ccc(C(F)(F)F)cc1. Reaction SMILES: [Br:14][C:15]([C:16](=[O:17])[O:18][CH2:19][CH3:20])([CH3:21])[CH3:22].[CH3:23][CH2:24][OH:25].[F:1][C:2]([c:3]1[cH:4][cH:5][c:6]([SH:9])[cH:7][cH:8]1)([F:10])[F:11].[K+:13].[OH-:12]>>[F:1][C:2]([c:3]1[cH:4][cH:5][c:6]([S:9][C:15]([C:16](=[O:17])[O:18][CH2:19][CH3:20])([CH3:21])[CH3:22])[cH:7][cH:8]1)([F:10])[F:11]. Reactants: ClC=1C=NC=C(C1NC1=CC(OC2=C(C(=CC=C12)OC)OCCCCCC#N)=O)Cl (6-(4-(3,5-Dichloropyridin-4-ylamino)-7-methoxy-2-oxo-2H-chromen-8-yloxy)hexanenitrile), C(CCC)[Sn](CCCC)=O (dibutyltin oxide), [Si](C)(C)(C)N=[N+]=[N-] (TMSN3). Solvent: C1(=CC=CC=C1)C (toluene). Reaction conditions: temperature 110 celsius. The product is N=1NN=NC1CCCCCOC=1C(=CC=C2C(=CC(OC12)=O)NC1=C(C=NC=C1Cl)Cl)OC (8-(5-(2H-tetrazol-5-yl)pentyloxy)-4-(3,5-dichloropyridin-4-ylamino)-7-methoxy-2H-chromen-2-one). RXN SMILES: [Cl:1][C:2]1[CH:3]=[N:4][CH:5]=[C:6]([Cl:30])[C:7]=1[NH:8][C:9]1[C:18]2[C:13](=[C:14]([O:21][CH2:22][CH2:23][CH2:24][CH2:25][CH2:26][C:27]#[N:28])[C:15]([O:19][CH3:20])=[CH:16][CH:17]=2)[O:12][C:11](=[O:29])[CH:10]=1.C([Sn](=O)CCCC)CCC.[Si]([N:45]=[N+:46]=[N-:47])(C)(C)C>C1(C)C=CC=CC=1>[N:28]1[NH:45][N:46]=[N:47][C:27]=1[CH2:26][CH2:25][CH2:24][CH2:23][CH2:22][O:21][C:14]1[C:15]([O:19][CH3:20])=[CH:16][CH:17]=[C:18]2[C:13]=1[O:12][C:11](=[O:29])[CH:10]=[C:9]2[NH:8][C:7]1[C:6]([Cl:30])=[CH:5][N:4]=[CH:3][C:2]=1[Cl:1]. Procedure: A mixture of 6-(4-(3,5-dichloropyridin-4-ylamino)-7-methoxy-2-oxo-2H-chromen-8-yloxy)hexanenitrile (170 mg, 0.38 mmol, Example 57), dibutyltin oxide (100 mg, 0.4 mmol), TMSN3 (0.5 mL, 3.8 mmol), and anhydrous toluene (5 mL) was heated at 110° C. under N2 for 15.5 h, allowed to cool to rt, and then quenched with methanol (1 mL). The reaction was concentrated and purified by silica gel chromatography (1:0→4:1; dichloromethane:methanol) to give 8-(5-(2H-tetrazol-5-yl)pentyloxy)-4-(3,5-dichloropyrid...